Dataset: the Open Reaction Database (ORD), a public repository of structured organic reaction records. Task: describe an organic reaction: reactants, conditions, products, and yield Reactants: ( 7.2 ), NC=1SC(=NN1)SC1=CC=CC=C1 (2-amino-5-phenylthio-1,3,4-thiadiazole), OC=C(C(=O)OCC)C (ethyl 3-hydroxy-2-methyl-2-propenoate), polyphosphoric acid. The product is C1(=CC=CC=C1)SC1=NN2C(=NC=C(C2=O)C)S1 (2-phenylthio-6-methyl-5H-1,3,4-thiadiazolo[3,2-a]pyrimidin-5-one). The yield is 58.0%. As a reaction SMILES: [NH2:1][C:2]1[S:3][C:4]([S:7][C:8]2[CH:13]=[CH:12][CH:11]=[CH:10][CH:9]=2)=[N:5][N:6]=1.[OH:14][CH:15]=[C:16]([CH3:22])[C:17](OCC)=O>>[C:8]1([S:7][C:4]2[S:3][C:2]3=[N:1][CH:17]=[C:16]([CH3:22])[C:15](=[O:14])[N:6]3[N:5]=2)[CH:13]=[CH:12][CH:11]=[CH:10][CH:9]=1. Procedure: Seven point two (7.2) g of the thus obtained 2-amino-5-phenylthio-1,3,4-thiadiazole and 4.9 g of ethyl 3-hydroxy-2-methyl-2-propenoate were mixed with 13 g of polyphosphoric acid. By the same procedure as in Preparation Example 2, 5.9 g of 2-phenylthio-6-methyl-5H-1,3,4-thiadiazolo[3,2-a]pyrimidin-5-one was obtained m.p. 141°~143° C. Yield 58%.